Dataset: the Open Reaction Database (ORD), a public repository of structured organic reaction records. Task: describe an organic reaction: reactants, conditions, products, and yield Starting materials: S(=O)(=O)(C(F)(F)F)OS(=O)(=O)C(F)(F)F (Triflic anhydride), C(=O)C=1C=CC(=C(C(=O)OC)C1)O (methyl 5-formyl-2-hydroxybenzoate). The solvent is C(Cl)Cl (CH2Cl2), C(Cl)Cl (CH2Cl2). The product is C(=O)C=1C=CC(=C(C(=O)OC)C1)OS(=O)(=O)C(F)(F)F (methyl 5-formyl-2-(trifluoromethylsulfonyloxy)benzoate). As a reaction SMILES: [S:1]([O:8]S(C(F)(F)F)(=O)=O)([C:4]([F:7])([F:6])[F:5])(=[O:3])=[O:2].[CH:16]([C:18]1[CH:19]=[CH:20][C:21](O)=[C:22]([CH:27]=1)[C:23]([O:25][CH3:26])=[O:24])=[O:17]>C(Cl)Cl>[CH:16]([C:18]1[CH:19]=[CH:20][C:21]([O:8][S:1]([C:4]([F:7])([F:6])[F:5])(=[O:3])=[O:2])=[C:22]([CH:27]=1)[C:23]([O:25][CH3:26])=[O:24])=[O:17]. Procedure details: Triflic anhydride (7.74 mL) was added to methyl 5-formyl-2-hydroxybenzoate (7.5 g) in 150 mL CH2Cl2 at 0° C., and the reaction mixture was stirred and allowed to warm to room temperature over 3 hours. The reaction mixture was diluted with CH2Cl2 (150 mL), washed 3× with brine, dried over Na2SO4, filtered, and concentrated. The product was used without further purification. Reactants: Cl (hydrochloric acid), [H-].[Al+3].[Li+].[H-].[H-].[H-] (lithim aluminum hydride), C(C)OC(=O)C1=CC2=C(N=C(S2)S)C=C1 (6-ethoxycarbonyl-2-mercaptobenzothiazole). Solvent: O1CCCC1 (tetrahydrofuran), O1CCCC1 (tetrahydrofuran), O (water). The product is OCC1=CC2=C(N=C(S2)S)C=C1 (6-hydroxymethyl-2-mercaptobenzothiazole). The yield is 97.2%. RXN SMILES: C([O:3][C:4]([C:6]1[CH:15]=[CH:14][C:9]2[N:10]=[C:11]([SH:13])[S:12][C:8]=2[CH:7]=1)=O)C.[H-].[Al+3].[Li+].[H-].[H-].[H-].Cl>O1CCCC1.O>[OH:3][CH2:4][C:6]1[CH:15]=[CH:14][C:9]2[N:10]=[C:11]([SH:13])[S:12][C:8]=2[CH:7]=1 |f:1.2.3.4.5.6|. Procedure: A solution of 6-ethoxycarbonyl-2-mercaptobenzothiazole (1.14 g, 4.64 mmol) in anhydrous tetrahydrofuran (14 mL) was heated to reflux trader a nitrogen atmosphere and stirred while 1M lithim aluminum hydride in tetrahydrofuran (4.7 mL) was added dropwise. The resulting mixture was stirred and heated at reflux for one hour, then cooled in an ice bath and cautiously treated with 2N hydrochloric acid. The mixture was diluted with water (20 mL) and extracted with ethyl acetate (3×25 mL). The combined... The reactants are ice water, ClC1C(CCCC1)=O (2-chlorocyclohexanone), C(C)(C)SC1=NC=CC=C1O (2-isopropylthio-3-hydroxypyridine), C([O-])([O-])=O.[K+].[K+] (potassium carbonate), C(C)(=O)O (acetic acid), ClC1C(CCCC1)=O (2-chlorocyclohexanone), C([O-])([O-])=O.[K+].[K+] (potassium carbonate), ClC1C(CCCC1)=O (2-chlorocyclohexanone), C([O-])([O-])=O.[K+].[K+] (potassium carbonate). The solvent is C(C)(=O)OCC (ethyl acetate), CN(C=O)C (dimethylformamide). Reaction conditions: time 1 hour. The product is C(C)(C)SC1=NC=CC=C1OC1C(CCCC1)=O (2-isopropylthio-3-(cyclohexanon-2-yloxy)-pyridine). Isolated yield 72.7%. RXN SMILES: Cl[CH:2]1[CH2:7][CH2:6][CH2:5][CH2:4][C:3]1=[O:8].[CH:9]([S:12][C:13]1[C:18]([OH:19])=[CH:17][CH:16]=[CH:15][N:14]=1)([CH3:11])[CH3:10].C(=O)([O-])[O-].[K+].[K+].C(O)(=O)C>CN(C)C=O.C(OCC)(=O)C>[CH:9]([S:12][C:13]1[C:18]([O:19][CH:2]2[CH2:7][CH2:6][CH2:5][CH2:4][C:3]2=[O:8])=[CH:17][CH:16]=[CH:15][N:14]=1)([CH3:11])[CH3:10] |f:2.3.4|. Procedure: 7.29 g of 2-chlorocyclohexanone are added at room temperature to a mixture of 8.4 g of 2-isopropylthio-3-hydroxypyridine and 7.6 g of potassium carbonate in 120 ml of dimethylformamide, and the mixture is stirred for one hour at 45°-50° C. After the addition of 1.46 g of 2-chlorocyclohexanone and 1.52 g of potassium carbonate and after 2 hours of a further analogous addition of 0.73 g of 2-chlorocyclohexanone and 0.76 g of potassium carbonate, the suspension is stirred for a further 3.5 hours at... Starting materials: CSC1=NC2=C(CS1)C=CC=C2 (2-methylthio-4H-3,1-benzothiazine), ClC=1C(=CC(=C(N)C1)OC)OC (5-chloro-2,4-dimethoxyaniline). Run in C(CCC)O (n-butanol). Product: ClC=1C(=CC(=C(NC2=NC3=C(CS2)C=CC=C3)C1)OC)OC (2-(5-Chloro-2,4-dimethoxyanilino)-4H-3,1-benzothiazine). Isolated yield 43.0%. Reaction SMILES: CS[C:3]1[S:8][CH2:7][C:6]2[CH:9]=[CH:10][CH:11]=[CH:12][C:5]=2[N:4]=1.[Cl:13][C:14]1[C:15]([O:23][CH3:24])=[CH:16][C:17]([O:21][CH3:22])=[C:18]([CH:20]=1)[NH2:19]>C(O)CCC>[Cl:13][C:14]1[C:15]([O:23][CH3:24])=[CH:16][C:17]([O:21][CH3:22])=[C:18]([CH:20]=1)[NH:19][C:3]1[S:8][CH2:7][C:6]2[CH:9]=[CH:10][CH:11]=[CH:12][C:5]=2[N:4]=1. Reported procedure: A mixture of 2-methylthio-4H-3,1-benzothiazine (48.8 g, 0.25 mole) and 5-chloro-2,4-dimethoxyaniline (46.8 g, 0.25 mole) in n-butanol (200 ml) was refluxed overnight. After cooling in ice, the solid was collected by filtration and recrystallized from ethanol to give 36 g (43.4%) of product. Recrystallization from ethanol gave an analytical sample, m.p. 157°-158°. Starting materials: CCOC(=O)C(C)=Cc1ccc(CC(C)=O)cc1, NCC(O)c1ccccc1. Product: CCOC(=O)C(C)=Cc1ccc(CC(C)NCC(O)c2ccccc2)cc1. Reaction SMILES: [C:11](=[O:12])([O:13][CH2:14][CH3:15])[C:16](=[CH:17][c:18]1[cH:19][cH:20][c:21]([CH2:24][C:25]([CH3:26])=[O:27])[cH:22][cH:23]1)[CH3:28].[OH:1][CH:2]([CH2:3][NH2:4])[c:5]1[cH:6][cH:7][cH:8][cH:9][cH:10]1>>[OH:1][CH:2]([CH2:3][NH:4][CH:25]([CH2:24][c:21]1[cH:20][cH:19][c:18]([CH:17]=[C:16]([C:11](=[O:12])[O:13][CH2:14][CH3:15])[CH3:28])[cH:23][cH:22]1)[CH3:26])[c:5]1[cH:6][cH:7][cH:8][cH:9][cH:10]1.